This data is from the Open Reaction Database (ORD), a public repository of structured organic reaction records. The task is: describe an organic reaction: reactants, conditions, products, and yield RXN SMILES: [NH2:1][C:2]1[S:10][C:5]2[CH2:6]OCC[C:4]=2[C:3]=1[C:11]([O:13][CH2:14][CH3:15])=[O:12].[O:16]1[CH2:21][CH2:20]C(CC=O)[CH2:18][CH2:17]1.[S].C(CC(OCC)=O)#N>>[NH2:1][C:2]1[S:10][C:5]([CH:6]2[CH2:20][CH2:21][O:16][CH2:17][CH2:18]2)=[CH:4][C:3]=1[C:11]([O:13][CH2:14][CH3:15])=[O:12] |^3:24|. Product: NC=1SC(=CC1C(=O)OCC)C1CCOCC1 (Ethyl 2-amino-5-(tetrahydropyran-4-yl)thiophene-3-carboxylate). Reported procedure: Prepared by proceeding in a similar manner to Intermediate 7, starting from (tetrahydropyran-4-yl)acetaldehyde, sulphur and ethyl cyanoacetate Reactants: NC1=C(C2=C(COCC2)S1)C(=O)OCC (ethyl 2-amino-4,7-dihydro-5H-thieno[2,3-c]pyran-3-carboxylate), C(#N)CC(=O)OCC (ethyl cyanoacetate), O1CCC(CC1)CC=O ((tetrahydropyran-4-yl)acetaldehyde), [S] (sulphur). Reactants: Clc1cc(SCc2ccccc2)n2nccc2n1, CCO, Nc1cccc(Cl)c1, Cl, C1COCCO1. Yields the product Clc1cccc(Nc2cc(SCc3ccccc3)n3nccc3n2)c1. Reaction SMILES: [CH2:1]([c:2]1[cH:3][cH:4][cH:5][cH:6][cH:7]1)[S:8][c:9]1[cH:10][c:11]([Cl:18])[n:12][c:13]2[n:14]1[n:15][cH:16][cH:17]2.[CH3:34][CH2:35][OH:36].[Cl:19][c:20]1[cH:21][c:22]([NH2:23])[cH:24][cH:25][cH:26]1.[ClH:27].[O:28]1[CH2:29][CH2:30][O:31][CH2:32][CH2:33]1>>[CH2:1]([c:2]1[cH:3][cH:4][cH:5][cH:6][cH:7]1)[S:8][c:9]1[cH:10][c:11]([NH:23][c:22]2[cH:21][c:20]([Cl:19])[cH:26][cH:25][cH:24]2)[n:12][c:13]2[n:14]1[n:15][cH:16][cH:17]2. Reactants: C(C)I (Ethyl iodide), BrC=1C=CC(=C(C1)[Zn]I)F ((5-bromo-2-fluorophenyl)(iodo)zinc). Run in CN(C)P(=O)(N(C)C)N(C)C (HMPA). Reaction conditions: temperature 100 celsius. Yields the product BrC1=CC(=C(C=C1)F)CC (4-bromo-2-ethyl-1-fluorobenzene). Isolated yield 109.4%. RXN SMILES: [CH2:1](I)[CH3:2].[Br:4][C:5]1[CH:6]=[CH:7][C:8]([F:13])=[C:9]([Zn]I)[CH:10]=1>CN(P(N(C)C)(N(C)C)=O)C>[Br:4][C:5]1[CH:6]=[CH:7][C:8]([F:13])=[C:9]([CH2:1][CH3:2])[CH:10]=1. Reported procedure: Ethyl iodide (0.14 ml, 1.8 mmol) was added to a solution of (5-bromo-2-fluorophenyl)(iodo)zinc (0.5M in tetrahydrofuran) (5.4 ml, 2.7 mmol) in HMPA (10 ml). The reaction mixture was heated to 100° C. for 48 hrs. After which time the reaction mixture was cooled to room temperature and partitioned between ethyl acetate (100 ml) and water (100 ml). The organic layer was separated and dried over anhydrous sodium sulfate, filtered and the solvent was removed in vacuo. The crude oil was purified by co... Starting materials: CC(NC(=O)c1cc(Cl)cnc1Cl)c1ccc(C(=O)OC(C)(C)C)cc1, Oc1cc(F)cc(F)c1. Yields the product CC(NC(=O)c1cc(Cl)cnc1Oc1cc(F)cc(F)c1)c1ccc(C(=O)OC(C)(C)C)cc1. RXN SMILES: [Cl:1][c:2]1[n:3][cH:4][c:5]([Cl:26])[cH:6][c:7]1[C:8](=[O:9])[NH:10][CH:11]([CH3:12])[c:13]1[cH:14][cH:15][c:16]([C:17](=[O:18])[O:19][C:20]([CH3:21])([CH3:22])[CH3:23])[cH:24][cH:25]1.[F:27][c:28]1[cH:29][c:30]([OH:35])[cH:31][c:32]([F:34])[cH:33]1>>[c:2]1([O:35][c:30]2[cH:29][c:28]([F:27])[cH:33][c:32]([F:34])[cH:31]2)[n:3][cH:4][c:5]([Cl:26])[cH:6][c:7]1[C:8](=[O:9])[NH:10][CH:11]([CH3:12])[c:13]1[cH:14][cH:15][c:16]([C:17](=[O:18])[O:19][C:20]([CH3:21])([CH3:22])[CH3:23])[cH:24][cH:25]1. Starting materials: N[C@@H](CC1=CC=CC=C1)C(=O)O (L-phenylalanine), Cl.N[C@@H](CCCCN)C(=O)O (L-lysine hydrochloride), Cl (hydrochloric acid). Solvent: CO (methanol). Product: Cl.Cl.COC([C@@H](N)CCCCN)=O (L-lysine methyl ester dihydrochloride). The yield is 81.3%. RXN SMILES: N[C@H:2](C(O)=O)CC1C=CC=CC=1.[ClH:13].[NH2:14][C@H:15]([C:21]([OH:23])=[O:22])[CH2:16][CH2:17][CH2:18][CH2:19][NH2:20].Cl>CO>[ClH:13].[ClH:13].[CH3:2][O:22][C:21](=[O:23])[C@H:15]([CH2:16][CH2:17][CH2:18][CH2:19][NH2:20])[NH2:14] |f:1.2,5.6.7|. Procedure details: The same esterification procedure as in Example 1 was followed with the exception that the L-phenylalanine was replaced with 182.6 g of L-lysine hydrochloride and that 182.6 g of methanol and 87.3 g of hydrochloric acid were used. Following cooling in order to deposit the crystals, the latter were collected by filtration and then dried to obtain 196.2 g (81.3% yield) of L-lysine methyl ester dihydrochloride having a purity of 96.6% and containing 0.2% of water and 1.3% of L-lysine hydrochloride. Starting materials: C(C)(=O)OC1=CC=C(C=C1)C#CC=1OC2=C(C1)C=CC(=C2)OC (4-((6-Methoxybenzofuran-2-yl)ethynyl)phenyl acetate), C(=O)([O-])[O-].[K+].[K+] (K2CO3), CN(C)C=O (DMF). Reaction conditions: time 2 hour. The product is COC1=CC2=C(CC(O2)CCC2=CC=C(OCCO)C=C2)C=C1 (2-(4-(2-(6-Methoxy-2,3-dihydrobenzofuran-2-yl)ethyl)phenoxy)ethanol). The yield is 117.2%. As a reaction SMILES: [C:1]([O:4][C:5]1[CH:10]=[CH:9][C:8]([C:11]#[C:12][C:13]2[O:14][C:15]3[CH:21]=[C:20]([O:22][CH3:23])[CH:19]=[CH:18][C:16]=3[CH:17]=2)=[CH:7][CH:6]=1)(=O)[CH3:2].C([O-])([O-])=[O:25].[K+].[K+].CN(C=O)C>>[CH3:23][O:22][C:20]1[CH:19]=[CH:18][C:16]2[CH2:17][CH:13]([CH2:12][CH2:11][C:8]3[CH:9]=[CH:10][C:5]([O:4][CH2:1][CH2:2][OH:25])=[CH:6][CH:7]=3)[O:14][C:15]=2[CH:21]=1 |f:1.2.3|. Procedure details: To a stirred solution of the product of Step A (0.05 g, 0.19 mmol) and K2CO3 (0.05 g, 0.36 mmol) in anhydrous DMF (5 ml) ethyl-bromo acetate (0.025 ml, 0.22 mmol) was added at room temperature. The mixture was stirred for 2 h and quenched with saturated NH4Cl solution, extracted in EtOAc (100 ml) and washed with H2O. The organic layer was separated and dried over MgSO4 and filtered. The filtrate was evaporated to dryness to give the title compound (0.07 g; 100%), as pale oil. 1H-NMR (CDCl3) 7.10... Starting materials: CN(C(=O)OC(C)(C)C)C(=NOCCNC(=O)OCc1ccccc1)NC(=O)OC(C)(C)C, CO, ClC(Cl)Cl. The product is CN(C(=O)OC(C)(C)C)C(=NOCCN)NC(=O)OC(C)(C)C. RXN SMILES: [C:1]([CH3:2])([CH3:3])([CH3:4])[O:5][C:6](=[O:7])[N:8]([C:9](=[N:10][O:11][CH2:12][CH2:13][NH:14][C:15]([O:16][CH2:17][c:18]1[cH:19][cH:20][cH:21][cH:22][cH:23]1)=[O:24])[NH:25][C:26](=[O:27])[O:28][C:29]([CH3:30])([CH3:31])[CH3:32])[CH3:33].[CH3:34][OH:35].[CH:36]([Cl:37])([Cl:38])[Cl:39]>>[C:1]([CH3:2])([CH3:3])([CH3:4])[O:5][C:6](=[O:7])[N:8]([C:9](=[N:10][O:11][CH2:12][CH2:13][NH2:14])[NH:25][C:26](=[O:27])[O:28][C:29]([CH3:30])([CH3:31])[CH3:32])[CH3:33].